Task: describe an organic reaction: reactants, conditions, products, and yield. Dataset: the Open Reaction Database (ORD), a public repository of structured organic reaction records Reactants: CS(=O)(=O)C1=NN2C(N=C(C=C2C)C)=N1 (2-methanesulfonyl-5,7-dimethyl-[1,2,4]triazolo[1,5-a]pyrimidine), C1(CCCC1)CCCO (3-cyclopentyl-1-propanol). Yields the product C1(CCCC1)CCCOC1=NN2C(N=C(C=C2C)C)=N1 (2-(3-cyclopentylpropoxy)-5,7-dimethyl-[1,2,4]-triazolo[1,5-a]pyrimidine). Isolated yield 52.0%. Reaction SMILES: CS([C:5]1[N:15]=[C:8]2[N:9]=[C:10]([CH3:14])[CH:11]=[C:12]([CH3:13])[N:7]2[N:6]=1)(=O)=O.[CH:16]1([CH2:21][CH2:22][CH2:23][OH:24])[CH2:20][CH2:19][CH2:18][CH2:17]1>>[CH:16]1([CH2:21][CH2:22][CH2:23][O:24][C:5]2[N:15]=[C:8]3[N:9]=[C:10]([CH3:14])[CH:11]=[C:12]([CH3:13])[N:7]3[N:6]=2)[CH2:20][CH2:19][CH2:18][CH2:17]1. Reported procedure: The title compound was prepared according to the experimentals described for Example 11 above from 2-methanesulfonyl-5,7-dimethyl-[1,2,4]triazolo[1,5-a]pyrimidine and 3-cyclopentyl-1-propanol in 52% yield. EM (calc.): 274.2; MS (ESI) m/e: 275.3 (M+H)+. The reactants are CC1CN(C(=O)OC(C)(C)C)CCN1C(=O)c1ccc(NC(=O)NC2CCC2)cc1, Cl. The product is CC1CNCCN1C(=O)c1ccc(NC(=O)NC2CCC2)cc1, Cl. As a reaction SMILES: [CH:1]1([NH:5][C:6]([NH:7][c:8]2[cH:9][cH:10][c:11]([C:12](=[O:13])[N:14]3[CH:15]([CH3:27])[CH2:16][N:17]([C:20]([O:21][C:22]([CH3:23])([CH3:24])[CH3:25])=[O:26])[CH2:18][CH2:19]3)[cH:28][cH:29]2)=[O:30])[CH2:2][CH2:3][CH2:4]1.[ClH:31]>>[CH:1]1([NH:5][C:6]([NH:7][c:8]2[cH:9][cH:10][c:11]([C:12](=[O:13])[N:14]3[CH:15]([CH3:27])[CH2:16][NH:17][CH2:18][CH2:19]3)[cH:28][cH:29]2)=[O:30])[CH2:2][CH2:3][CH2:4]1.[ClH:31].